From a dataset of the Open Reaction Database (ORD), a public repository of structured organic reaction records. describe an organic reaction: reactants, conditions, products, and yield The reactants are C(=O)O (formic acid), C(C)(=O)OC(C)=O (acetic anhydride), CC1=CC(=C(N)C=C1)[N+](=O)[O-] (4-Methyl-2-nitroaniline). The solvent is C(Cl)Cl (methylene chloride). Run at time 16 hour. Product: CC1=CC(=C(C=C1)NC=O)[N+](=O)[O-] (N-(4-methyl-2-nitrophenyl)formamide). Yield: 97.7%. As a reaction SMILES: [CH3:1][C:2]1[CH:8]=[CH:7][C:5]([NH2:6])=[C:4]([N+:9]([O-:11])=[O:10])[CH:3]=1.[CH:12](O)=[O:13].C(OC(=O)C)(=O)C>C(Cl)Cl>[CH3:1][C:2]1[CH:8]=[CH:7][C:5]([NH:6][CH:12]=[O:13])=[C:4]([N+:9]([O-:11])=[O:10])[CH:3]=1. Procedure details: 4-Methyl-2-nitroaniline, 30 g (197 mmols), was dissolved in 500 ml of methylene chloride and a liquid mixture of 52 ml (1.378 mol) of formic acid and 31 ml (328 mmols) of acetic anhydride was added dropwise to the solution. The mixture was stirred at room temperature for 16 hours. The solvent was distilled off under reduced pressure. The resulting crystals were washed with ether to give 34.7 g (97.7%) of N-(4-methyl-2-nitrophenyl)formamide. The reactants are COc1ccc(S)cc1, CC(=O)Nc1nc2ccc(-c3ccnc(Cl)n3)cc2s1, [H-], [Na+], CN(C)C=O. Yields the product COc1ccc(Sc2nccc(-c3ccc4nc(NC(C)=O)sc4c3)n2)cc1. Reaction SMILES: [CH3:1][O:2][c:3]1[cH:4][cH:5][c:6]([SH:9])[cH:7][cH:8]1.[Cl:10][c:11]1[n:12][cH:13][cH:14][c:15](-[c:17]2[cH:18][c:19]3[c:20]([n:21][c:22]([NH:24][C:25]([CH3:26])=[O:27])[s:23]3)[cH:28][cH:29]2)[n:16]1.[H-:36].[Na+:35].[O:30]=[CH:31][N:32]([CH3:33])[CH3:34]>>[CH3:1][O:2][c:3]1[cH:4][cH:5][c:6]([S:9][c:11]2[n:12][cH:13][cH:14][c:15](-[c:17]3[cH:18][c:19]4[c:20]([n:21][c:22]([NH:24][C:25]([CH3:26])=[O:27])[s:23]4)[cH:28][cH:29]3)[n:16]2)[cH:7][cH:8]1. Run in C1CCOC1 (THF), CCOC(=O)C (EtOAc). Yields the product COC(=O)NC=1C=C2C(=NC(=NC2=CC1)C)N(C)C1=CC=C(C=C1)OC ((6-methoxycarbonylamino-2-methyl-quinazolin-4-yl)-(4-methoxy-phenyl)-methylamine). Reagents/catalysts: S(=O)(=O)([O-])[O-].[Na+].[Na+] (sodium sulfate). Reaction conditions: temperature 0 celsius, time 12.5 minute. Procedure details: To a solution of (6-amino-2-methyl-quinazolin-4-yl)-(4-methoxy-phenyl)-methylamine (150 mg, 0.51 mmol) in 5 ml of THF was added potassium carbonate (160 mg, 1.16 mmol), 2 mg of sodium sulfate. The reaction mixture was cooled to 0° C., and methyl chloroformate (0.4 ml, 5 mmol) was added. The reaction mixture was stirred at 0° C. for 10-15 min, then diluted with EtOAc (20 ml), washed with water, brine, dried over Na2SO4, filtered and concentrated by vacuum. The crude product was purified by chroma... Starting materials: NC=1C=C2C(=NC(=NC2=CC1)C)N(C)C1=CC=C(C=C1)OC ((6-amino-2-methyl-quinazolin-4-yl)-(4-methoxy-phenyl)-methylamine), C([O-])([O-])=O.[K+].[K+] (potassium carbonate), ClC(=O)OC (methyl chloroformate). Isolated yield 71.8%. RXN SMILES: [NH2:1][C:2]1[CH:3]=[C:4]2[C:9](=[CH:10][CH:11]=1)[N:8]=[C:7]([CH3:12])[N:6]=[C:5]2[N:13]([C:15]1[CH:20]=[CH:19][C:18]([O:21][CH3:22])=[CH:17][CH:16]=1)[CH3:14].C(=O)([O-])[O-].[K+].[K+].Cl[C:30]([O:32][CH3:33])=[O:31]>C1COCC1.CCOC(C)=O.S([O-])([O-])(=O)=O.[Na+].[Na+]>[CH3:33][O:32][C:30]([NH:1][C:2]1[CH:3]=[C:4]2[C:9](=[CH:10][CH:11]=1)[N:8]=[C:7]([CH3:12])[N:6]=[C:5]2[N:13]([C:15]1[CH:20]=[CH:19][C:18]([O:21][CH3:22])=[CH:17][CH:16]=1)[CH3:14])=[O:31] |f:1.2.3,7.8.9|. Reactants: CC1=NNC2=CC=C(C=C12)C1=CN=C(O1)NC([C@H](CC1=CC=C(C=C1)C(F)(F)F)NC(OC(C)(C)C)=O)=O (tert-butyl(S)-1-(5-(3-methyl-1H-indazol-5-yl)oxazol-2-ylamino)-1-oxo-3-(4-(trifluoromethyl)phenyl)propan-2-ylcarbamate), [H-].[H-].[H-].[H-].[Li+].[Al+3] (LAH), C(=O)(C(F)(F)F)O (TFA). The product is N[C@H](CNC=1OC(=CN1)C=1C=C2C(=NNC2=CC1)C)CC1=CC=C(C=C1)C(F)(F)F (N-((S)-2-Amino-3-(4-(trifluoromethyl)phenyl)propyl)-5-(3-methyl-1H-indazol-5-yl)oxazol-2-amine). As a reaction SMILES: [CH3:1][C:2]1[C:10]2[C:5](=[CH:6][CH:7]=[C:8]([C:11]3[O:15][C:14]([NH:16][C:17](=O)[C@@H:18]([NH:30]C(=O)OC(C)(C)C)[CH2:19][C:20]4[CH:25]=[CH:24][C:23]([C:26]([F:29])([F:28])[F:27])=[CH:22][CH:21]=4)=[N:13][CH:12]=3)[CH:9]=2)[NH:4][N:3]=1.[H-].[H-].[H-].[H-].[Li+].[Al+3].C(O)(C(F)(F)F)=O>>[NH2:30][C@@H:18]([CH2:19][C:20]1[CH:25]=[CH:24][C:23]([C:26]([F:27])([F:29])[F:28])=[CH:22][CH:21]=1)[CH2:17][NH:16][C:14]1[O:15][C:11]([C:8]2[CH:9]=[C:10]3[C:5](=[CH:6][CH:7]=2)[NH:4][N:3]=[C:2]3[CH3:1])=[CH:12][N:13]=1 |f:1.2.3.4.5.6|. Procedure details: The compound was synthesized by reducing tert-butyl(S)-1-(5-(3-methyl-1H-indazol-5-yl)oxazol-2-ylamino)-1-oxo-3-(4-(trifluoromethyl)phenyl)propan-2-ylcarbamate with LAH followed with a TFA treatment. LCMS (API-ES) m/z (%): 416 (100%, M++H); 1H NMR (400 MHz, MeOH-d4) δ ppm 6.31 (s, 1H) 6.12 (d, J=8.02 Hz, 2H) 5.91-6.03 (m, 4H) 5.75 (s, 1H) 2.27 (dd, J=7.14, 4.40 Hz, 1H) 2.07-2.15 (m, 1H) 1.97-2.07 (m, 1H) 1.56-1.64 (m, 1H) 1.54 (d, J=6.85 Hz, 1H).